From a dataset of the Open Reaction Database (ORD), a public repository of structured organic reaction records. describe an organic reaction: reactants, conditions, products, and yield The reactants are CCI, Cc1nc2ccc([N+](=O)[O-])cc2s1, CCOC(C)=O, Clc1ccccc1Cl. Yields the product CC[n+]1c(C)sc2cc([N+](=O)[O-])ccc21, [I-]. Reaction SMILES: [CH2:14]([CH3:15])[I:16].[CH3:1][c:2]1[s:3][c:4]2[c:5]([n:6]1)[cH:7][cH:8][c:9]([N+:11](=[O:12])[O-:13])[cH:10]2.[CH3:25][CH2:26][O:27][C:28](=[O:29])[CH3:30].[Cl:17][c:18]1[cH:19][cH:20][cH:21][cH:22][c:23]1[Cl:24]>>[CH3:1][c:2]1[s:3][c:4]2[c:5]([n+:6]1[CH2:14][CH3:15])[cH:7][cH:8][c:9]([N+:11](=[O:12])[O-:13])[cH:10]2.[I-:16]. Starting materials: C(CCC)[Li].CCCCCC (n-butyllithium hexane), O1CCCC1 (tetrahydrofuran), alcohols, C(C)(C)OB(OC(C)C)C(C)C (triisopropylboronic acid), O (Water). Conditions: time 20 minute. Product: OC(CC=1C=C(C=CC1)B(O)O)(C)C ([3-(2-hydroxy-2-methylpropyl)phenyl]boronic acid). Reaction SMILES: [CH2:1]([Li])CCC.[CH3:6][CH2:7][CH2:8][CH2:9][CH2:10][CH3:11].O1CCCC1.C([O:20][B:21]([CH:26]([CH3:28])[CH3:27])[O:22]C(C)C)(C)C.[OH2:29]>>[OH:29][C:7]([CH3:1])([CH3:6])[CH2:8][C:9]1[CH:27]=[C:26]([B:21]([OH:22])[OH:20])[CH:28]=[CH:11][CH:10]=1 |f:0.1|. Reported procedure: In a nitrogen atmosphere at −78° C., 5.5 mL of 1.58 M n-butyllithium/hexane solution was dropwise added to tetrahydrofuran (50 mL) solution of 870 mg of the alcohols obtained in the above 4, then 925 mg of triisopropylboronic acid was dropwise added thereto, and stirred for 20 minutes. Water was added to the reaction solution, and washed with diethyl ether. The aqueous layer was made weakly acidic with 10% phosphoric acid, and then extracted with ethyl acetate. The organic layer was washed with ... The reactants are [Mg] (magnesium), [Cl-].[NH4+] (ammonium chloride), O1CCCC1 (tetrahydrofuran), BrC1=CC=C(C(OC2OCCCC2)C)C=C1 (2-(p-bromo-α-methylbenzyloxy)tetrahydropyran), 32.7, S1C(=CC=C1)C#N (2-thiophenecarbonitrile), O1CCCC1 (tetrahydrofuran). Conditions: time 4 hour. The product is S1C(=CC=C1)C(=O)C1=CC=C(C=C1)C(C)O (p-(1-hydroxyethyl)phenyl 2-thienyl ketone). As a reaction SMILES: [Mg].Br[C:3]1[CH:17]=[CH:16][C:6]([CH:7]([CH3:15])[O:8]C2CCCCO2)=[CH:5][CH:4]=1.[S:18]1[CH:22]=[CH:21][CH:20]=[C:19]1[C:23]#N.[Cl-].[NH4+].[O:27]1CCCC1>>[S:18]1[CH:22]=[CH:21][CH:20]=[C:19]1[C:23]([C:3]1[CH:4]=[CH:5][C:6]([CH:7]([OH:8])[CH3:15])=[CH:16][CH:17]=1)=[O:27] |f:3.4|. Procedure details: A Grignard-complex is formed starting from 7.2 parts of magnesium and 93.9 parts of 2-(p-bromo-α-methylbenzyloxy)tetrahydropyran in 200 parts of dry tetrahydrofuran. To this stirring and refluxing complex is added dropwise a solution of 32.7 parts of 2-thiophenecarbonitrile in 70 parts of dry tetrahydrofuran and stirring at reflux is continued for 4 hours. The reaction mixture is stirred overnight at room temperature. After cooling, it is decomposed with 150 parts of a saturated ammonium chlorid... The reactants are CC(CC(=O)O)CC(C)(C)C (3,5,5-trimethylhexanoic acid), C(C)(=O)OC(C)=O (acetic anhydride). Reaction conditions: temperature 120 celsius, time 1 hour. Yields the product CC(CC(=O)OC(CC(CC(C)(C)C)C)=O)CC(C)(C)C (3,5,5-Trimethylhexanoic Anhydride). Reaction SMILES: [CH3:1][CH:2]([CH2:7][C:8]([CH3:11])([CH3:10])[CH3:9])[CH2:3][C:4]([OH:6])=[O:5].C(O[C:16](=[O:18])[CH3:17])(=O)C>>[CH3:1][CH:2]([CH2:7][C:8]([CH3:10])([CH3:9])[CH3:11])[CH2:3][C:4]([O:6][C:16](=[O:18])[CH2:17][CH:2]([CH3:1])[CH2:7][C:8]([CH3:11])([CH3:10])[CH3:9])=[O:5]. Procedure details: A reactor was charged with 633.0 g of 3,5,5-trimethylhexanoic acid (4.00 mol, manufactured by KH Neochem Co., Ltd.) and 817.5 g of acetic anhydride (8.00 mol, manufactured by Wako Pure Chemical Industries, Ltd.), and the resulting mixture was stirred for 1 hour at 120° C. After completing the reaction, the reaction product was distilled at 157° C. to 162° C. under the reduced pressure of 0.4 kPa, to thereby yield 496.4 g of 3,5,5-trimethylhexanoic anhydride. The reagents and catalysts are CC(=O)[O-].CC(=O)[O-].[Pd+2] (Pd(OAc)2). Product: C(C)(C)(C)OC(=O)N1CCN(CC1)C1=C2C3=C(C(NC2=NC=C1)=O)C=CC=C3 (4-(6-Oxo-5,6-dihydro-benzo[c][1,8]naphthyridin-1-yl)-piperazine-1-carboxylic acid tert-butyl ester). Run in O1CCOCC1 (dioxane), CCOC(=O)C.O (EtOAc H2O). Reaction conditions: temperature 100 celsius, time 8 hour. As a reaction SMILES: Cl[C:2]1[CH:11]=[CH:10][N:9]=[C:8]2[C:3]=1[C:4]1[CH:16]=[CH:15][CH:14]=[CH:13][C:5]=1[C:6](=[O:12])[NH:7]2.[C:17]([N:24]1[CH2:29][CH2:28][NH:27][CH2:26][CH2:25]1)([O:19][C:20]([CH3:23])([CH3:22])[CH3:21])=[O:18].CC(C1C=C(C(C)C)C(C2C=CC=CC=2P(C2CCCCC2)C2CCCCC2)=C(C(C)C)C=1)C.CC([O-])(C)C.[Na+]>O1CCOCC1.CCOC(C)=O.O.CC([O-])=O.CC([O-])=O.[Pd+2]>[C:20]([O:19][C:17]([N:24]1[CH2:29][CH2:28][N:27]([C:2]2[CH:11]=[CH:10][N:9]=[C:8]3[C:3]=2[C:4]2[CH:16]=[CH:15][CH:14]=[CH:13][C:5]=2[C:6](=[O:12])[NH:7]3)[CH2:26][CH2:25]1)=[O:18])([CH3:23])([CH3:21])[CH3:22] |f:3.4,6.7,8.9.10|. Procedure details: Compound 83 (100 mg, 0.43 mmol), 1-Boc-piperazine (161 mg, 0.87 mmol), Pd(OAc)2 (5 mg, 0.02 mmol), X-Phos (21 mg, 0.04 mmol), and NaOtBu (167 mg, 1.73 mmol) were suspended in dioxane (2 mL), and stirred overnight at 100° C. The reaction mixture was diluted with EtOAc/H2O, and filtered through an Extrelut column. The column was washed with EtOAc, and the filtrate was concentrated. The crude product was purified via Biotage eluting with a gradient of 50 to 100% EtOAc in hexanes to provide 178 (70 ... Isolated yield 42.8%. Starting materials: ClC1=C2C3=C(C(NC2=NC=C1)=O)C=CC=C3 (1-Chloro-5H-benzo[c][1,8]naphthyridin-6-one), CC(C)(C)[O-].[Na+] (NaOtBu), C(=O)(OC(C)(C)C)N1CCNCC1 (1-Boc-piperazine), CC(C)C1=CC(=C(C(=C1)C(C)C)C2=C(C=CC=C2)P(C3CCCCC3)C4CCCCC4)C(C)C (X-Phos). Product: CN1CCN(c2ccc(Nc3cc(-c4cccc(-n5ccc6cc(C7CC7)cc(F)c6c5=O)c4CO)cn(C)c3=O)nc2)CC1. As a reaction SMILES: [CH3:25][n:26]1[c:27](=[O:55])[c:28]([NH:41][c:42]2[n:43][cH:44][c:45]([N:48]3[CH2:49][CH2:50][N:51]([CH3:54])[CH2:52][CH2:53]3)[cH:46][cH:47]2)[cH:29][c:30]([B:32]2[O:33][C:34]([CH3:35])([CH3:36])[C:37]([CH3:38])([CH3:39])[O:40]2)[cH:31]1.[Cl:1][c:2]1[c:3]([CH2:23][OH:24])[c:4](-[n:8]2[c:9](=[O:22])[c:10]3[c:11]([F:21])[cH:12][c:13]([CH:18]4[CH2:19][CH2:20]4)[cH:14][c:15]3[cH:16][cH:17]2)[cH:5][cH:6][cH:7]1.[K+:56].[K+:57].[O-:58][C:59]([O-:60])=[O:61].[O-:63][C:64]([CH3:65])=[O:66].[O-:67][C:68]([CH3:69])=[O:70].[OH2:71].[Pd+2:62]>>[c:2]1(-[c:30]2[cH:29][c:28]([NH:41][c:42]3[n:43][cH:44][c:45]([N:48]4[CH2:49][CH2:50][N:51]([CH3:54])[CH2:52][CH2:53]4)[cH:46][cH:47]3)[c:27](=[O:55])[n:26]([CH3:25])[cH:31]2)[c:3]([CH2:23][OH:24])[c:4](-[n:8]2[c:9](=[O:22])[c:10]3[c:11]([F:21])[cH:12][c:13]([CH:18]4[CH2:19][CH2:20]4)[cH:14][c:15]3[cH:16][cH:17]2)[cH:5][cH:6][cH:7]1. Starting materials: CN1CCN(c2ccc(Nc3cc(B4OC(C)(C)C(C)(C)O4)cn(C)c3=O)nc2)CC1, O=c1c2c(F)cc(C3CC3)cc2ccn1-c1cccc(Cl)c1CO, [K+], [K+], O=C([O-])[O-], CC(=O)[O-], CC(=O)[O-], O, [Pd+2]. The reactants are CCOc1cc(CN2CCC(N)CC2)ccc1OC, Clc1ccnc(Cl)n1, [H-], [Na+], CN(C)C=O. Yields the product CCOc1cc(CN2CCC(Nc3ccnc(Cl)n3)CC2)ccc1OC. As a reaction SMILES: [CH2:1]([CH3:2])[O:3][c:4]1[cH:5][c:6]([CH2:7][N:8]2[CH2:9][CH2:10][CH:11]([NH2:14])[CH2:12][CH2:13]2)[cH:15][cH:16][c:17]1[O:18][CH3:19].[Cl:22][c:23]1[n:24][cH:25][cH:26][c:27]([Cl:29])[n:28]1.[H-:20].[Na+:21].[O:30]=[CH:31][N:32]([CH3:33])[CH3:34]>>[CH2:1]([CH3:2])[O:3][c:4]1[cH:5][c:6]([CH2:7][N:8]2[CH2:9][CH2:10][CH:11]([NH:14][c:27]3[cH:26][cH:25][n:24][c:23]([Cl:22])[n:28]3)[CH2:12][CH2:13]2)[cH:15][cH:16][c:17]1[O:18][CH3:19].